This data is from the Open Reaction Database (ORD), a public repository of structured organic reaction records. The task is: describe an organic reaction: reactants, conditions, products, and yield Starting materials: CC#N, Cc1nccn1-c1cccc(O)c1, NS(=O)(=O)Cl. Yields the product Cc1nccn1-c1cccc(OS(N)(=O)=O)c1. As a reaction SMILES: [CH3:19][C:20]#[N:21].[CH3:1][c:2]1[n:3](-[c:7]2[cH:8][c:9]([OH:13])[cH:10][cH:11][cH:12]2)[cH:4][cH:5][n:6]1.[S:14]([NH2:15])(=[O:16])(=[O:17])[Cl:18]>>[CH3:1][c:2]1[n:3](-[c:7]2[cH:8][c:9]([O:13][S:14]([NH2:15])(=[O:16])=[O:17])[cH:10][cH:11][cH:12]2)[cH:4][cH:5][n:6]1. Procedure: 6-[2-(4-Benzyloxy-2-oxo-2H-pyridin-1-yl)-ethyl]-3,4-dihydro-1H-isoquinoline-2-carboxylic acid tert-butyl ester is prepared as example 24.1 from 604 mg (3.00 mmol) 4-benzyloxy-1H-pyridin-2-one and 1.30 g (3.01 mmol) 6-[2-(toluene-4-sulfonyloxy)-ethyl]-3,4-dihydro-1H-isoquinoline-2-carboxylic acid tert-butyl ester (preparation 10c). Starting materials: C(C1=CC=CC=C1)OC1=CC(NC=C1)=O (4-benzyloxy-1H-pyridin-2-one), C(C)(C)(C)OC(=O)N1CC2=CC=C(C=C2CC1)CCOS(=O)(=O)C1=CC=C(C=C1)C (6-[2-(Toluene-4-sulfonyloxy)-ethyl]-3,4-dihydro-1H-isoquinoline-2-carboxylic Acid Tert-Butyl Ester). The product is C(C)(C)(C)OC(=O)N1CC2=CC=C(C=C2CC1)CCN1C(C=C(C=C1)OCC1=CC=CC=C1)=O (6-[2-(4-Benzyloxy-2-oxo-2H-pyridin-1-yl)-ethyl]-3,4-dihydro-1H-isoquinoline-2-carboxylic acid tert-butyl ester). Reaction SMILES: [CH2:1]([O:8][C:9]1[CH:14]=[CH:13][NH:12][C:11](=[O:15])[CH:10]=1)[C:2]1[CH:7]=[CH:6][CH:5]=[CH:4][CH:3]=1.[C:16]([O:20][C:21]([N:23]1[CH2:32][CH2:31][C:30]2[C:25](=[CH:26][CH:27]=[C:28]([CH2:33][CH2:34]OS(C3C=CC(C)=CC=3)(=O)=O)[CH:29]=2)[CH2:24]1)=[O:22])([CH3:19])([CH3:18])[CH3:17]>>[C:16]([O:20][C:21]([N:23]1[CH2:32][CH2:31][C:30]2[C:25](=[CH:26][CH:27]=[C:28]([CH2:33][CH2:34][N:12]3[CH:13]=[CH:14][C:9]([O:8][CH2:1][C:2]4[CH:3]=[CH:4][CH:5]=[CH:6][CH:7]=4)=[CH:10][C:11]3=[O:15])[CH:29]=2)[CH2:24]1)=[O:22])([CH3:19])([CH3:18])[CH3:17]. Starting materials: COS(=O)(=O)C1=CC=CC=C1.C(C1=CC=CC=C1)OC1=C(C=CC(=C1)CC)C1=C(C=CC(=C1)C)S(=O)(=O)O (2-(benzyloxy)-4-ethylphenyl-4-methylbenzenesulfonate methylbenzenesulfonate), [Mg] (magnesium), Cl (HCl). Solvent: CO (methanol). Conditions: time 8 hour. The product is C(C1=CC=CC=C1)OC1=C(C=CC(=C1)CC)O (2-Benzyloxy-4-ethyl-phenol). Isolated yield 80.8%. As a reaction SMILES: C[O:2]S(C1C=CC=CC=1)(=O)=O.[CH2:12]([O:19][C:20]1[CH:25]=[C:24]([CH2:26][CH3:27])[CH:23]=[CH:22][C:21]=1C1C=C(C)C=CC=1S(O)(=O)=O)[C:13]1[CH:18]=[CH:17][CH:16]=[CH:15][CH:14]=1.[Mg].Cl>CO>[CH2:12]([O:19][C:20]1[CH:25]=[C:24]([CH2:26][CH3:27])[CH:23]=[CH:22][C:21]=1[OH:2])[C:13]1[CH:18]=[CH:17][CH:16]=[CH:15][CH:14]=1 |f:0.1|. Procedure details: To a solution of 2-(benzyloxy)-4-ethylphenyl-4-methylbenzenesulfonate methylbenzenesulfonate (0.26 mmol; 100 mg) under argon, in methanol (2 mL), was added magnesium (2.61 mmol; 0.63 g). The reaction was stirred at room temperature overnight. The reaction mixture was hydrolysed with HCl 1N (3 mL) and extracted with ethyl acetate (3*5 mL). Combined organic phases were washed with saturated NaHCO3 (10 mL), dried over Na2SO4, concentrated. The residue was purified with preparative TLC (dichlorometh...